This data is from the Open Reaction Database (ORD), a public repository of structured organic reaction records. The task is: describe an organic reaction: reactants, conditions, products, and yield Starting materials: OBO, COC(=O)C=Cc1ccc(C2=C(Br)CCCc3ccccc32)cc1, COCCOC, [Na+], [Na+], O=C([O-])[O-], c1ccccc1, c1ccc(P(c2ccccc2)(c2ccccc2)[Pd](P(c2ccccc2)(c2ccccc2)c2ccccc2)(P(c2ccccc2)(c2ccccc2)c2ccccc2)P(c2ccccc2)(c2ccccc2)c2ccccc2)cc1. Product: COC(=O)C=Cc1ccc(C2=C(c3ccccc3)CCCc3ccccc32)cc1. Reaction SMILES: [BH:25]([OH:26])[OH:27].[CH3:1][O:2][C:3]([CH:4]=[CH:5][c:6]1[cH:7][cH:8][c:9]([C:12]2=[C:13]([Br:23])[CH2:14][CH2:15][CH2:16][c:17]3[c:18]2[cH:19][cH:20][cH:21][cH:22]3)[cH:10][cH:11]1)=[O:24].[CH3:40][O:41][CH2:42][CH2:43][O:44][CH3:45].[Na+:34].[Na+:35].[O-:36][C:37](=[O:38])[O-:39].[cH:28]1[cH:29][cH:30][cH:31][cH:32][cH:33]1.[cH:46]1[cH:47][cH:48][c:49]([P:50]([Pd:51]([P:52]([c:53]2[cH:54][cH:55][cH:56][cH:57][cH:58]2)([c:59]2[cH:60][cH:61][cH:62][cH:63][cH:64]2)[c:65]2[cH:66][cH:67][cH:68][cH:69][cH:70]2)([P:71]([c:72]2[cH:73][cH:74][cH:75][cH:76][cH:77]2)([c:78]2[cH:79][cH:80][cH:81][cH:82][cH:83]2)[c:84]2[cH:85][cH:86][cH:87][cH:88][cH:89]2)[P:90]([c:91]2[cH:92][cH:93][cH:94][cH:95][cH:96]2)([c:97]2[cH:98][cH:99][cH:100][cH:101][cH:102]2)[c:103]2[cH:104][cH:105][cH:106][cH:107][cH:108]2)([c:109]2[cH:110][cH:111][cH:112][cH:113][cH:114]2)[c:115]2[cH:116][cH:117][cH:118][cH:119][cH:120]2)[cH:121][cH:122]1>>[CH3:1][O:2][C:3]([CH:4]=[CH:5][c:6]1[cH:7][cH:8][c:9]([C:12]2=[C:13]([c:28]3[cH:29][cH:30][cH:31][cH:32][cH:33]3)[CH2:14][CH2:15][CH2:16][c:17]3[c:18]2[cH:19][cH:20][cH:21][cH:22]3)[cH:10][cH:11]1)=[O:24]. The reactants are NOCc1ccccc1, CCOC(=O)c1cccnc1Cl, C1COCCO1, CCN(C(C)C)C(C)C, Cl. The product is CCOC(=O)c1cccnc1NOCc1ccccc1. Reaction SMILES: [CH2:14]([c:15]1[cH:16][cH:17][cH:18][cH:19][cH:20]1)[O:21][NH2:22].[CH2:1]([CH3:2])[O:3][C:4]([c:5]1[c:6]([Cl:11])[n:7][cH:8][cH:9][cH:10]1)=[O:12].[CH2:32]1[O:33][CH2:34][CH2:35][O:36][CH2:37]1.[CH:23]([N:24]([CH2:25][CH3:26])[CH:27]([CH3:28])[CH3:29])([CH3:30])[CH3:31].[ClH:13]>>[CH2:1]([CH3:2])[O:3][C:4]([c:5]1[c:6]([NH:22][O:21][CH2:14][c:15]2[cH:16][cH:17][cH:18][cH:19][cH:20]2)[n:7][cH:8][cH:9][cH:10]1)=[O:12].